Task: describe an organic reaction: reactants, conditions, products, and yield. Dataset: the Open Reaction Database (ORD), a public repository of structured organic reaction records Starting materials: C(CC)P1(OP(OP(O1)(=O)CCC)(=O)CCC)=O (T3P), C(C)(C)(C)OC(=O)N1C(C2=CC=C(C=C2CC1)OCC)C(=O)O (2-(tert-butoxycarbonyl)-6-ethoxy-1,2,3,4-tetrahydroisoquinoline-1-carboxylic acid), C(C)OCC(C)(C)C1=C(C=C(N)C=C1F)F (4-(1-ethoxy-2-methylpropan-2-yl)-3,5-difluoroaniline), CCN(C(C)C)C(C)C (DIEA). The reagents and catalysts are CN(C)C=1C=CN=CC1 (DMAP). Solvent: C(C)(=O)OCC (ethyl acetate), O (water). Reaction conditions: temperature 60 celsius, time 8 hour. The product is C(C)OC=1C=C2CCN(C(C2=CC1)C(NC1=CC(=C(C(=C1)F)C(COCC)(C)C)F)=O)C(=O)OC(C)(C)C (tert-butyl 6-ethoxy-1-((4-(1-ethoxy-2-methylpropan-2-yl)-3,5-difluorophenyl)carbamoyl)-3,4-dihydroisoquinoline-2(1H)-carboxylate). Isolated yield 50.2%. As a reaction SMILES: C(P1(=O)OP(CCC)(=O)OP(CCC)(=O)O1)CC.[C:19]([O:23][C:24]([N:26]1[CH2:35][CH2:34][C:33]2[C:28](=[CH:29][CH:30]=[C:31]([O:36][CH2:37][CH3:38])[CH:32]=2)[CH:27]1[C:39]([OH:41])=O)=[O:25])([CH3:22])([CH3:21])[CH3:20].[CH2:42]([O:44][CH2:45][C:46]([C:49]1[C:55]([F:56])=[CH:54][C:52]([NH2:53])=[CH:51][C:50]=1[F:57])([CH3:48])[CH3:47])[CH3:43].CCN(C(C)C)C(C)C>CN(C1C=CN=CC=1)C.C(OCC)(=O)C.O>[CH2:37]([O:36][C:31]1[CH:32]=[C:33]2[C:28](=[CH:29][CH:30]=1)[CH:27]([C:39](=[O:41])[NH:53][C:52]1[CH:51]=[C:50]([F:57])[C:49]([C:46]([CH3:48])([CH3:47])[CH2:45][O:44][CH2:42][CH3:43])=[C:55]([F:56])[CH:54]=1)[N:26]([C:24]([O:23][C:19]([CH3:22])([CH3:21])[CH3:20])=[O:25])[CH2:35][CH2:34]2)[CH3:38]. Procedure details: T3P (4.62 mL, 7.85 mmol) was added to a solution of 2-(tert-butoxycarbonyl)-6-ethoxy-1,2,3,4-tetrahydroisoquinoline-1-carboxylic acid (841 mg, 2.62 mmol), 4-(1-ethoxy-2-methylpropan-2-yl)-3,5-difluoroaniline (600 mg, 2.62 mmol), DIEA (2.285 mL, 13.09 mmol) and DMAP (320 mg, 2.62 mmol) in ethyl acetate (5 mL), and the mixture was stirred at 60° C. overnight. To the reaction mixture was added water, and the mixture was extracted with ethyl acetate. The organic layer was washed with brine, and drie...